Task: describe an organic reaction: reactants, conditions, products, and yield. Dataset: the Open Reaction Database (ORD), a public repository of structured organic reaction records The reactants are ClC(=O)OC(C)C (isopropyl chloroformate), FC1=C(C(=O)Cl)C=CC=C1 (o-fluorobenzoyl chloride). The product is CCCCCC.ClCCl (hexane dichloromethane). Isolated yield 81.0%. RXN SMILES: [Cl:1][C:2](OC(C)C)=O.F[C:9]1[CH:17]=[CH:16][CH:15]=[CH:14][C:10]=1C([Cl:13])=O>>[CH3:16][CH2:17][CH2:9][CH2:10][CH2:14][CH3:15].[Cl:13][CH2:2][Cl:1] |f:2.3|. Procedure: This compound was prepared according to the method described in Example 7, except that isopropyl chloroformate was replaced by an equivalent portion of o-fluorobenzoyl chloride and the reaction product was purified by recrystallization from a mixture of hexane/dichloromethane as colourless crystals mp 113.5°-114° C., yield 81%. Reactants: ClCC1=NC2=C(N1C)C=CC(=C2)F (2-(chloromethyl)-5-fluoro-1-methyl-1H-benzo[d]imidazole), C[Si](C#CC)(C)C (trimethyl(prop-1-ynyl)silane). The product is FC1=CC2=C(N(C(=N2)CCC#C[Si](C)(C)C)C)C=C1 (5-fluoro-1-methyl-2-(4-(trimethylsilyl)but-3-ynyl)-1H-benzo[d]imidazole). Yield: 99.9%. RXN SMILES: Cl[CH2:2][C:3]1[N:7]([CH3:8])[C:6]2[CH:9]=[CH:10][C:11]([F:13])=[CH:12][C:5]=2[N:4]=1.[CH3:14][Si:15]([CH3:20])([CH3:19])[C:16]#[C:17][CH3:18]>>[F:13][C:11]1[CH:10]=[CH:9][C:6]2[N:7]([CH3:8])[C:3]([CH2:2][CH2:18][C:17]#[C:16][Si:15]([CH3:20])([CH3:19])[CH3:14])=[N:4][C:5]=2[CH:12]=1. Procedure details: The title compound was prepared in accordance with the general method of Example 191(D), from of 2-(chloromethyl)-5-fluoro-1-methyl-1H-benzo[d]imidazole (270 mg, 1.36 mmol) and trimethyl(prop-1-ynyl)silane (183 mg, 1.63 mmol). The crude residue was used in the next step without any purification. 5-fluoro-1-methyl-2-(4-(trimethylsilyl)but-3-ynyl)-1H-benzo[d]imidazole (373 mg, Yield: 100%) as a brown oil. The reactants are C(C1=CC=CC=C1)NC(C1CCNCC1)=O (N-benzylisonipecotamide), C1CCOC1 (THF), [H-].[H-].[H-].[H-].[Li+].[Al+3] (LiAlH4). Yields the product NCC1CCN(CC1)CC1=CC=CC=C1 (4-Aminomethyl-1-benzyl piperdine). Reaction SMILES: [CH2:1]([NH:8][C:9](=O)[CH:10]1[CH2:15][CH2:14][NH:13]CC1)[C:2]1[CH:7]=[CH:6][CH:5]=[CH:4][CH:3]=1.[H-].[H-].[H-].[H-].[Li+].[Al+3].[CH2:23]1COC[CH2:24]1>>[NH2:13][CH2:14][CH:15]1[CH2:10][CH2:9][N:8]([CH2:1][C:2]2[CH:3]=[CH:4][CH:5]=[CH:6][CH:7]=2)[CH2:24][CH2:23]1 |f:1.2.3.4.5.6|. Procedure details: To a solution of N-benzylisonipecotamide (7.34 g, 34 mmol) in 60 mL of anhydrous THF, was added, LiAlH4 (1.9 g, 51 mmol) and the mixture was stirred at room temperature for 10 minutes followed by heating to reflux for 3 h. The reaction was quenched by addition of 100 mL sat'd. sodium potassium tartrate, and was extracted with EtOAc (3×50 mL). The combined extracts were washed with 20 mL water and 20 mL brine then dried over MgSO4, filtered and concentrated to give the desired product. 1H-NMR (40...